From a dataset of the Open Reaction Database (ORD), a public repository of structured organic reaction records. describe an organic reaction: reactants, conditions, products, and yield The reactants are FC1=CC=C(C=C1)C1CN(C(C12CNCCC2)=O)C(C)C (4-(4-fluorophenyl)-2-isopropyl-2,7-diazaspiro[4.5]decan-1-one), C(C)(C)(C)OC(=O)NC(C(=O)N[C@@H](C(=O)O)CC1=CN(C2=CC=CC=C12)C)(C)C ((R)-2-(2-(tert-butoxycarbonylamino)-2-methylpropanamido)-3-(1-methyl-1H-indol-3-yl)propanoic acid), C(C)(C)(C)OC(=O)NC(C(=O)N[C@@H](C(=O)O)CC1=CN(C2=CC=CC=C12)C)(C)C ((R)-2-(2-(tert-butoxycarbonylamino)-2-methylpropanamido)-3-(1-methyl-1H-indol-3-yl)propanoic acid), CCN(C(C)C)C(C)C (DIPEA), C(CC)P1(OP(OP(O1)(=O)CCC)(=O)CCC)=O (T3P). Solvent: C(C)#N (acetonitrile). Reaction conditions: time 19 hour. Yields the product FC1=CC=C(C=C1)C1CN(C(C12CN(CCC2)C([C@@H](CC2=CN(C1=CC=CC=C21)C)NC(C(C)(C)NC(OC(C)(C)C)=O)=O)=O)=O)C(C)C (Tert-butyl 1-((2R)-1-(4-(4-fluorophenyl)-2-isopropyl-1-oxo-2,7-diazaspiro[4.5]decan-7-yl)-3-(1-methyl-1H-indol-3-yl)-1-oxopropan-2-ylamino)-2-methyl-1-oxopropan-2-ylcarbamate). RXN SMILES: [F:1][C:2]1[CH:7]=[CH:6][C:5]([CH:8]2[C:12]3([CH2:17][CH2:16][CH2:15][NH:14][CH2:13]3)[C:11](=[O:18])[N:10]([CH:19]([CH3:21])[CH3:20])[CH2:9]2)=[CH:4][CH:3]=1.[C:22]([O:26][C:27]([NH:29][C:30]([CH3:50])([CH3:49])[C:31]([NH:33][C@H:34]([CH2:38][C:39]1[C:47]2[C:42](=[CH:43][CH:44]=[CH:45][CH:46]=2)[N:41]([CH3:48])[CH:40]=1)[C:35](O)=[O:36])=[O:32])=[O:28])([CH3:25])([CH3:24])[CH3:23].CCN(C(C)C)C(C)C.C(P1(=O)OP(CCC)(=O)OP(CCC)(=O)O1)CC>C(#N)C>[F:1][C:2]1[CH:3]=[CH:4][C:5]([CH:8]2[C:12]3([CH2:17][CH2:16][CH2:15][N:14]([C:35](=[O:36])[C@H:34]([NH:33][C:31](=[O:32])[C:30]([NH:29][C:27](=[O:28])[O:26][C:22]([CH3:24])([CH3:23])[CH3:25])([CH3:50])[CH3:49])[CH2:38][C:39]4[C:47]5[C:42](=[CH:43][CH:44]=[CH:45][CH:46]=5)[N:41]([CH3:48])[CH:40]=4)[CH2:13]3)[C:11](=[O:18])[N:10]([CH:19]([CH3:21])[CH3:20])[CH2:9]2)=[CH:6][CH:7]=1. Reported procedure: A mixture comprising 4-(4-fluorophenyl)-2-isopropyl-2,7-diazaspiro[4.5]decan-1-one (ASW MedChem) (243 mg, 0.744 mmol), (R)-2-(2-(tert-butoxycarbonylamino)-2-methylpropanamido)-3-(1-methyl-1H-indol-3-yl)propanoic acid (Intermediate 3D) (300 mg, 0.744 mmol) and DIPEA (0.519 ml, 2.97 mmol) in acetonitrile (3 ml) was treated with ®T3P (50% in DMF, 0.868 ml, 1.487 mmol) and stirred at RT for 19 hours. The reaction mixture was concentrated in vacuo, dissolved in EtOAc and washed with water. The organi...